Dataset: the Open Reaction Database (ORD), a public repository of structured organic reaction records. Task: describe an organic reaction: reactants, conditions, products, and yield The reactants are methyl, Cl.C(C)(=O)OCC (HCl ethyl acetate), N1CCCC=2C1=NC(=CC2)CCCN (3-(1,2,3,4-tetrahydropyridino[2,3-b]pyridin-7-yl)propylamine), C(C)(C)N(C(C)C)CC (N,N-diisopropylethylamine), C(=O)(Cl)Cl.C1(=CC=CC=C1)C (phosgene toluene). Reaction conditions: temperature 50 celsius, time 1 hour. Product: ClC1=CC2=C(C(CCN(C2)C(NCCCC2=CC=C3C(=N2)NCCC3)=O)CC(=O)OC)C=C1 (Methyl 2-{8-chloro-2-[N-(3-(1,2,3,4-tetrahydropyridino[2,3-b]pyridin-7-yl)propyl) carbamoyl]-1H,3H,4H,5H-benzo[e]azepin-5-yl}acetate). RXN SMILES: [ClH:1].[C:2]([O:5][CH2:6]C)(=[O:4])[CH3:3].[C:8](Cl)(Cl)=[O:9].[C:12]1(C)[CH:17]=[CH:16][CH:15]=[CH:14][CH:13]=1.[NH:19]1[C:24]2=[N:25][C:26]([CH2:29][CH2:30][CH2:31][NH2:32])=[CH:27][CH:28]=[C:23]2[CH2:22][CH2:21][CH2:20]1.C([N:36]([CH2:40][CH3:41])[CH:37]([CH3:39])C)(C)C>>[Cl:1][C:17]1[CH:12]=[CH:13][C:14]2[CH:15]([CH2:3][C:2]([O:5][CH3:6])=[O:4])[CH2:41][CH2:40][N:36]([C:8](=[O:9])[NH:32][CH2:31][CH2:30][CH2:29][C:26]3[N:25]=[C:24]4[NH:19][CH2:20][CH2:21][CH2:22][C:23]4=[CH:28][CH:27]=3)[CH2:37][C:39]=2[CH:16]=1 |f:0.1,2.3|. Procedure details: A solution of methyl 2-{2-[(tert-butyl)oxycarbonyl-8-chloro-1H,3H,4H,5H-benzo[e]azepin-5-yl}acetate (1 eq) in 1.17 M of HCl/ethyl acetate (30 eq) was stirred at room temperature for 18 hr. The reaction mixture was concentrated and dried under vacuum oven. The resulting residue was dissolved in methylene chloride (0.15 M) and followed by the addition of phosgene/toluene (20%) (10 eq) under nitrogen. After stirring for 1 hr, the solvent was removed by rotary evaporation. The residue was dissolved ...